This data is from the Open Reaction Database (ORD), a public repository of structured organic reaction records. The task is: describe an organic reaction: reactants, conditions, products, and yield Starting materials: NC=1C(N(N=CC1)C)=O (4-Amino-2-methyl-2H-pyridazin-3-one), FC1=C(OC2CCNCC2)C=C(C=C1)C(F)(F)F (4-(2-fluoro-5-trifluoromethyl-phenoxy)-piperidine), Cl.FC(C1=C(OC2CCNCC2)C=CC=C1)(F)F (4-(2-Trifluoromethyl-phenoxy)-piperidine hydrochloride). Product: CN1N=CC=C(C1=O)NC(=O)N1CCC(CC1)OC1=C(C=CC(=C1)C(F)(F)F)F (4-(2-fluoro-5-trifluoromethyl-phenoxy)-piperidine-1-carboxylic acid (2-methyl-3-oxo-2,3-dihydro-pyridazin-4-yl)-amide). Yield: 41.0%. Reaction SMILES: [NH2:1][C:2]1[C:3](=[O:9])[N:4]([CH3:8])[N:5]=[CH:6][CH:7]=1.[F:10][C:11]1[CH:23]=[CH:22][C:21]([C:24]([F:27])([F:26])[F:25])=[CH:20][C:12]=1[O:13][CH:14]1[CH2:19][CH2:18][NH:17][CH2:16][CH2:15]1.Cl.FC(F)(F)C1C=CC=C[C:32]=1[O:33]C1CCNCC1>>[CH3:8][N:4]1[C:3](=[O:9])[C:2]([NH:1][C:32]([N:17]2[CH2:18][CH2:19][CH:14]([O:13][C:12]3[CH:20]=[C:21]([C:24]([F:26])([F:25])[F:27])[CH:22]=[CH:23][C:11]=3[F:10])[CH2:15][CH2:16]2)=[O:33])=[CH:7][CH:6]=[N:5]1 |f:2.3|. Procedure: Compound 54 is prepared from intermediate 4c and from 4-(2-fluoro-5-trifluoromethyl-phenoxy)-piperidine (obtained following the method described for intermediate 1a), applying synthesis method 7 (yield: 41%).